Dataset: the Open Reaction Database (ORD), a public repository of structured organic reaction records. Task: describe an organic reaction: reactants, conditions, products, and yield Reported procedure: The title compound was prepared according to procedure described for the preparation of Example 589 (2S,4R)-1-{2-[3-acetyl-5-(pyridin-2-ylmethoxy)-indol-1-yl]-acetyl}-4-fluoro-pyrrolidine-2-carboxylic acid 3-chloro-2-fluoro-benzylamide from (2S,4R)-1-[2-(3-acetyl-5-hydroxy-indol-1-yl)-acetyl]-4-fluoro-pyrrolidine-2-carboxylic acid 3-chloro-2-fluoro-benzylamide Example 579 (23.0 mg, 0.047 mmol), cesium carbonate (61 mg, 0.188 mmol) and 2-(chloromethyl)pyrimidine (0.012 mg, 0.070 mmol) in DMSO (2 ... Reaction SMILES: [Cl:1][C:2]1[C:3]([F:41])=[C:4]([CH:38]=[CH:39][CH:40]=1)[CH2:5][NH:6][C:7]([C@@H:9]1[CH2:13][C@@H:12]([F:14])[CH2:11][N:10]1[C:15](=[O:37])[CH2:16][N:17]1[C:25]2[C:20](=[CH:21][C:22]([O:26][CH2:27][C:28]3C=[CH:32][CH:31]=[CH:30][N:29]=3)=[CH:23][CH:24]=2)[C:19]([C:34](=[O:36])[CH3:35])=[CH:18]1)=[O:8].ClC1C(F)=C(C=CC=1)C[NH:47]C([C@@H]1C[C@@H](F)CN1C(=O)CN1C2C(=CC(O)=CC=2)C(C(=O)C)=C1)=O.C(=O)([O-])[O-].[Cs+].[Cs+].ClCC1N=CC=CN=1>CS(C)=O>[Cl:1][C:2]1[C:3]([F:41])=[C:4]([CH:38]=[CH:39][CH:40]=1)[CH2:5][NH:6][C:7]([C@@H:9]1[CH2:13][C@@H:12]([F:14])[CH2:11][N:10]1[C:15](=[O:37])[CH2:16][N:17]1[C:25]2[C:20](=[CH:21][C:22]([O:26][CH2:27][C:28]3[N:47]=[CH:32][CH:31]=[CH:30][N:29]=3)=[CH:23][CH:24]=2)[C:19]([C:34](=[O:36])[CH3:35])=[CH:18]1)=[O:8] |f:2.3.4|. The product is ClC=1C(=C(CNC(=O)[C@H]2N(C[C@@H](C2)F)C(CN2C=C(C3=CC(=CC=C23)OCC2=NC=CC=N2)C(C)=O)=O)C=CC1)F ((2S,4R)-1-{2-[3-Acetyl-5-(pyrimidin-2-ylmethoxy)-indol-1-yl]-acetyl}-4-fluoro-pyrrolidine-2-carboxylic acid 3-chloro-2-fluoro-benzylamide). Run in CS(=O)C (DMSO). The reactants are ClC=1C(=C(CNC(=O)[C@H]2N(C[C@@H](C2)F)C(CN2C=C(C3=CC(=CC=C23)OCC2=NC=CC=C2)C(C)=O)=O)C=CC1)F ((2S,4R)-1-{2-[3-acetyl-5-(pyridin-2-ylmethoxy)-indol-1-yl]-acetyl}-4-fluoro-pyrrolidine-2-carboxylic acid 3-chloro-2-fluoro-benzylamide), C([O-])([O-])=O.[Cs+].[Cs+] (cesium carbonate), ClCC1=NC=CC=N1 (2-(chloromethyl)pyrimidine), ClC=1C(=C(CNC(=O)[C@H]2N(C[C@@H](C2)F)C(CN2C=C(C3=CC(=CC=C23)O)C(C)=O)=O)C=CC1)F ((2S,4R)-1-[2-(3-acetyl-5-hydroxy-indol-1-yl)-acetyl]-4-fluoro-pyrrolidine-2-carboxylic acid 3-chloro-2-fluoro-benzylamide), Example 579. Starting materials: CC(C)(C)OC(CC(C=O)NC(=O)OCc1cccc2c1Cc1ccccc1-2)=NNC(N)=O, CC(C)C(NC(=O)c1ccccc1)C(=O)N(CC(=O)O)Cc1ccccc1, CCNCC, ClCCCl, CC#N, CCOC(C)=O, ClCCl, CN(C)C=O, O, On1nnc2ccccc21. Product: CC(C)C(NC(=O)c1ccccc1)C(=O)N(CC(=O)NC(C=O)CC(=NNC(N)=O)OC(C)(C)C)Cc1ccccc1. As a reaction SMILES: [C:1]([CH3:2])([CH3:3])([CH3:4])[O:5][C:6]([CH2:7][CH:8]([CH:9]=[O:10])[NH:11][C:12]([O:13][CH2:14][c:15]1[c:16]2[c:24]([cH:25][cH:26][cH:27]1)-[c:19]1[c:18]([cH:23][cH:22][cH:21][cH:20]1)[CH2:17]2)=[O:28])=[N:29][NH:30][C:31]([NH2:32])=[O:33].[C:39]([c:40]1[cH:41][cH:42][cH:43][cH:44][cH:45]1)(=[O:46])[NH:47][CH:48]([C:49](=[O:50])[N:51]([CH2:52][c:53]1[cH:54][cH:55][cH:56][cH:57][cH:58]1)[CH2:59][C:60](=[O:61])[OH:62])[CH:63]([CH3:64])[CH3:65].[CH2:34]([NH:35][CH2:36][CH3:37])[CH3:38].[CH2:76]([Cl:77])[CH2:78][Cl:79].[CH3:80][C:81]#[N:82].[CH3:83][CH2:84][O:85][C:86]([CH3:87])=[O:88].[Cl:95][CH2:96][Cl:97].[O:90]=[CH:91][N:92]([CH3:93])[CH3:94].[OH2:89].[OH:66][n:67]1[c:68]2[c:69]([cH:70][cH:71][cH:72][cH:73]2)[n:74][n:75]1>>[C:1]([CH3:2])([CH3:3])([CH3:4])[O:5][C:6]([CH2:7][CH:8]([CH:9]=[O:10])[NH:11][C:60]([CH2:59][N:51]([C:49]([CH:48]([NH:47][C:39]([c:40]1[cH:41][cH:42][cH:43][cH:44][cH:45]1)=[O:46])[CH:63]([CH3:64])[CH3:65])=[O:50])[CH2:52][c:53]1[cH:54][cH:55][cH:56][cH:57][cH:58]1)=[O:62])=[N:29][NH:30][C:31]([NH2:32])=[O:33].